This data is from the Open Reaction Database (ORD), a public repository of structured organic reaction records. The task is: describe an organic reaction: reactants, conditions, products, and yield Reactants: N1(N=NN=C1)CC(=O)O (2-(tetrazol-1-yl)-acetic acid), acid chloride, ClC(=C(C)C)N(C)C (1-chloro-1-dimethylaminoisobutene), ClC(=C(C)C)N(C)C (CDIB). Solvent: C(Cl)Cl (methylene chloride). Reaction conditions: time 30 minute. The product is N1(N=NN=C1)CC(=O)Cl (2-(tetrazol-1-yl)-acetic acid chloride). Reaction SMILES: [N:1]1([CH2:6][C:7]([OH:9])=O)[CH:5]=[N:4][N:3]=[N:2]1.[Cl:10]C(N(C)C)=C(C)C>C(Cl)Cl>[N:1]1([CH2:6][C:7]([Cl:10])=[O:9])[CH:5]=[N:4][N:3]=[N:2]1. Procedure: 1.58 g of 2-(tetrazol-1-yl)-acetic acid are suspended in 27 ml of absolute methylene chloride, and 1.9 ml of 1-chloro-1-dimethylaminoisobutene (CDIB) are added. After stirring for 30 minutes at room temperature, a further 0.5 ml of CDIB is added and stirring is continued for a further 90 minutes. This solution of the acid chloride [IR (methylene chloride): 3.20, 5.57 μm] is further reacted directly. Starting materials: Cl.NC1=C(C=C(O)C=C1)O (4-aminoresorcinol hydrochloride), C(C1=CC=CC=C1)(=O)Cl (benzoyl chloride). The product is C1(=CC=CC=C1)C=1OC2=C(N1)C=CC(=C2)O (2-phenyl-6-hydroxybenzoxazole). Reaction SMILES: Cl.[NH2:2][C:3]1[CH:9]=[CH:8][C:6]([OH:7])=[CH:5][C:4]=1[OH:10].[C:11](Cl)(=O)[C:12]1[CH:17]=[CH:16][CH:15]=[CH:14][CH:13]=1>>[C:12]1([C:11]2[O:10][C:4]3[CH:5]=[C:6]([OH:7])[CH:8]=[CH:9][C:3]=3[N:2]=2)[CH:17]=[CH:16][CH:15]=[CH:14][CH:13]=1 |f:0.1|. Procedure: 0.005 mol of 4-aminoresorcinol hydrochloride were dissolved in 7.5 ml of benzoyl chloride, while heating, and the solution was then boiled under reflux for 7 hours. The excess benzoyl chloride was subsequently distilled off in vacuo, 10 ml of ethanol were added to the residue and the mixture was boiled up briefly and, after cooling, rendered alkaline with 10M NaOH solution. The alkaline solution was introduced into 200 ml of water and brought to pH 3 with concentrated hydrochloric acid, using a ...